Dataset: the Open Reaction Database (ORD), a public repository of structured organic reaction records. Task: describe an organic reaction: reactants, conditions, products, and yield The reactants are Cl.ClC1=CC=C(C=C1)C=1C2=C(N=C(N1)NCC)CCNC2 (4-(4-chlorophenyl)-2-ethylamino-5,6,7,8-tetrahydropyrido[4,3-d]pyrimidine hydrochloride), ICC (iodoethane). Product: ClC1=CC=C(C=C1)C=1C2=C(N=C(N1)NCC)CCN(C2)CC (4-(4-chlorophenyl)-6-ethyl-2- ethylamino-5,6,7,8-tetrahydropyrido[4,3-d]pyrimidine). Isolated yield 98.4%. RXN SMILES: Cl.[Cl:2][C:3]1[CH:8]=[CH:7][C:6]([C:9]2[C:10]3[CH2:21][NH:20][CH2:19][CH2:18][C:11]=3[N:12]=[C:13]([NH:15][CH2:16][CH3:17])[N:14]=2)=[CH:5][CH:4]=1.I[CH2:23][CH3:24]>>[Cl:2][C:3]1[CH:8]=[CH:7][C:6]([C:9]2[C:10]3[CH2:21][N:20]([CH2:23][CH3:24])[CH2:19][CH2:18][C:11]=3[N:12]=[C:13]([NH:15][CH2:16][CH3:17])[N:14]=2)=[CH:5][CH:4]=1 |f:0.1|. Reported procedure: The title compound was prepared as described in Example 9 starting with 4-(4-chlorophenyl)-2-ethylamino-5,6,7,8-tetrahydropyrido[4,3-d]pyrimidine hydrochloride (3.0 g, 9.3 mmol) and iodoethane (0.74 mL, 18.5 mmol) to produce 2.9 g (100%) of 4-(4-chlorophenyl)-6-ethyl-2- ethylamino-5,6,7,8-tetrahydropyrido[4,3-d]pyrimidine. m.p. 129°-132° C. MS: 317 (MH+). The product is N#Cc1cnc(Nc2cc(N3CCCC(NC(=O)C(F)(F)F)C3)ncn2)s1. RXN SMILES: [CH3:37][CH2:38][O:39][C:40](=[O:41])[CH3:42].[Cl:23][c:24]1[s:25][c:26]([C:29]#[N:30])[cH:27][n:28]1.[ClH:31].[H-:21].[NH2:1][c:2]1[cH:3][c:4]([N:8]2[CH2:9][CH:10]([NH:14][C:15]([C:16]([F:17])([F:18])[F:19])=[O:20])[CH2:11][CH2:12][CH2:13]2)[n:5][cH:6][n:7]1.[Na+:22].[Na+:36].[O-:32][C:33]([OH:34])=[O:35].[OH2:43]>>[NH:1]([c:2]1[cH:3][c:4]([N:8]2[CH2:9][CH:10]([NH:14][C:15]([C:16]([F:17])([F:18])[F:19])=[O:20])[CH2:11][CH2:12][CH2:13]2)[n:5][cH:6][n:7]1)[c:24]1[s:25][c:26]([C:29]#[N:30])[cH:27][n:28]1. The reactants are CCOC(C)=O, N#Cc1cnc(Cl)s1, Cl, [H-], Nc1cc(N2CCCC(NC(=O)C(F)(F)F)C2)ncn1, [Na+], [Na+], O=C([O-])O, O.